Task: describe an organic reaction: reactants, conditions, products, and yield. Dataset: the Open Reaction Database (ORD), a public repository of structured organic reaction records Reactants: ClCn1cc(Br)cn1, O=C([O-])[O-], CN(C)C=O, Cl, N#CC(C#N)CCC(F)(F)F, [K+], [K+], O. Yields the product N#CC(C#N)(CCC(F)(F)F)Cn1cc(Br)cn1. RXN SMILES: [Br:2][c:3]1[cH:4][n:5][n:6]([CH2:8][Cl:9])[cH:7]1.[C:21](=[O:22])([O-:23])[O-:24].[CH3:28][N:29]([CH3:30])[CH:31]=[O:32].[ClH:1].[F:10][C:11]([CH2:12][CH2:13][CH:14]([C:15]#[N:16])[C:17]#[N:18])([F:19])[F:20].[K+:25].[K+:26].[OH2:27]>>[Br:2][c:3]1[cH:4][n:5][n:6]([CH2:8][C:14]([CH2:13][CH2:12][C:11]([F:10])([F:19])[F:20])([C:15]#[N:16])[C:17]#[N:18])[cH:7]1.